From a dataset of the Open Reaction Database (ORD), a public repository of structured organic reaction records. describe an organic reaction: reactants, conditions, products, and yield Starting materials: [BH3-]C#N, CO, [Cl-], [Cl-], Cl, O=C1NC2CCCCC2N1C1CCNCC1, [Na+], O=C([O-])[O-], CC(C)(C)OC(=O)N1CCC(=O)CC1, [Zn+2]. Reaction SMILES: [C:36]([BH3-:37])#[N:38].[CH3:40][OH:41].[Cl-:42].[Cl-:44].[ClH:1].[NH:2]1[CH2:3][CH2:4][CH:5]([N:8]2[C:9](=[O:17])[NH:10][CH:11]3[CH:12]2[CH2:13][CH2:14][CH2:15][CH2:16]3)[CH2:6][CH2:7]1.[Na+:39].[O-:18][C:19](=[O:20])[O-:21].[O:22]=[C:23]1[CH2:24][CH2:25][N:26]([C:29](=[O:30])[O:31][C:32]([CH3:33])([CH3:34])[CH3:35])[CH2:27][CH2:28]1.[Zn+2:43]>>[N:2]1([CH:23]2[CH2:24][CH2:25][N:26]([C:29](=[O:30])[O:31][C:32]([CH3:33])([CH3:34])[CH3:35])[CH2:27][CH2:28]2)[CH2:3][CH2:4][CH:5]([N:8]2[C:9](=[O:17])[NH:10][CH:11]3[CH:12]2[CH2:13][CH2:14][CH2:15][CH2:16]3)[CH2:6][CH2:7]1. The product is CC(C)(C)OC(=O)N1CCC(N2CCC(N3C(=O)NC4CCCCC43)CC2)CC1.